From a dataset of the Open Reaction Database (ORD), a public repository of structured organic reaction records. describe an organic reaction: reactants, conditions, products, and yield The reactants are C(C)(=O)O (acetic acid), C(C)OC1=C(C=CC(=C1)[N+](=O)[O-])N1C(C2=CC=CC=C2C1=O)=O (2-(2-ethoxy-4-nitrophenyl)-1H-isoindol-1,3(2H)-dione), C([O-])([O-])=O.[K+].[K+] (potassium carbonate). The reagents and catalysts are [Fe] (iron). The solvent is O (water). Reaction conditions: temperature 100 celsius. The product is C(C)OC=1C=C(N)C=CC1N1C(C2=CC=CC=C2C1=O)=O (3-ethoxy-4-(1,3-dihydro-1,3-dioxo-2H-isoindol-2-yl)aniline). The yield is 36.6%. RXN SMILES: [CH2:1]([O:3][C:4]1[CH:9]=[C:8]([N+:10]([O-])=O)[CH:7]=[CH:6][C:5]=1[N:13]1[C:21](=[O:22])[C:20]2[C:15](=[CH:16][CH:17]=[CH:18][CH:19]=2)[C:14]1=[O:23])[CH3:2].C(O)(=O)C.C(=O)([O-])[O-].[K+].[K+]>O.[Fe]>[CH2:1]([O:3][C:4]1[CH:9]=[C:8]([CH:7]=[CH:6][C:5]=1[N:13]1[C:21](=[O:22])[C:20]2[C:15](=[CH:16][CH:17]=[CH:18][CH:19]=2)[C:14]1=[O:23])[NH2:10])[CH3:2] |f:2.3.4|. Procedure: A stirred mixture of 9.2 g (0.03 mole) of 2-(2-ethoxy-4-nitrophenyl)-1H-isoindol-1,3(2H)-dione and 12.8 g (0.23 mole) of iron powder in 50 ml of water was heated at 100° C. During a two hour period 35.1 g (0.58 mole) of glacial acetic acid was added to the hot reaction mixture. After complete addition the mixture was heated at reflux for four hours. The reaction mixture was cooled then made basic by the addition of potassium carbonate. The basic mixture was extracted with 500 ml of methylene chl... The reactants are [Al+3], C1CCOC1, O=C(c1ccc(OCCN2CCCCC2)cc1)c1c(-c2ccc(F)cc2F)ccc2cc(O)ccc12, [H-], [H-], [H-], [H-], [Li+]. Yields the product Oc1ccc2c(C(O)c3ccc(OCCN4CCCCC4)cc3)c(-c3ccc(F)cc3F)ccc2c1. As a reaction SMILES: [Al+3:38].[CH2:43]1[O:44][CH2:45][CH2:46][CH2:47]1.[F:1][c:2]1[c:3](-[c:9]2[c:10]([C:20](=[O:21])[c:22]3[cH:23][cH:24][c:25]([O:28][CH2:29][CH2:30][N:31]4[CH2:32][CH2:33][CH2:34][CH2:35][CH2:36]4)[cH:26][cH:27]3)[c:11]3[cH:12][cH:13][c:14]([OH:19])[cH:15][c:16]3[cH:17][cH:18]2)[cH:4][cH:5][c:6]([F:8])[cH:7]1.[H-:37].[H-:40].[H-:41].[H-:42].[Li+:39]>>[F:1][c:2]1[c:3](-[c:9]2[c:10]([CH:20]([OH:21])[c:22]3[cH:23][cH:24][c:25]([O:28][CH2:29][CH2:30][N:31]4[CH2:32][CH2:33][CH2:34][CH2:35][CH2:36]4)[cH:26][cH:27]3)[c:11]3[cH:12][cH:13][c:14]([OH:19])[cH:15][c:16]3[cH:17][cH:18]2)[cH:4][cH:5][c:6]([F:8])[cH:7]1.